From a dataset of the Open Reaction Database (ORD), a public repository of structured organic reaction records. describe an organic reaction: reactants, conditions, products, and yield The reactants are C(C)OC(CN(CC1=CC=CC=C1)C([C@H](C(C)C)NC(C1=CC=CC=C1)=O)=O)=O (((2(S)-Benzoylamino-3-methylbutyryl)benzylamino)acetic Acid Ethyl Ester), [N+](=O)([O-])C=1C=C(C=O)C=CC1 (3-nitrobenzaldehyde), C(C)OC(CNCC1=CC=CC=C1)=O (N-Benzylglycine Ethyl Ester). Product: C(C)OC(CN(CC1=CC(=CC=C1)[N+](=O)[O-])C([C@H](C(C)C)NC(C1=CC=CC=C1)=O)=O)=O (((2(S)-Benzoylamino-3-methylbutyryl)-(3-nitrobenzyl)amino)acetic Acid Ethyl Ester). RXN SMILES: [CH2:1]([O:3][C:4](=[O:29])[CH2:5][N:6]([C:14](=[O:28])[C@@H:15]([NH:19][C:20](=[O:27])[C:21]1[CH:26]=[CH:25][CH:24]=[CH:23][CH:22]=1)[CH:16]([CH3:18])[CH3:17])[CH2:7][C:8]1[CH:13]=[CH:12][CH:11]=[CH:10][CH:9]=1)[CH3:2].[N+:30](C1C=C(C=CC=1)C=O)([O-:32])=[O:31].C(OC(=O)CNCC1C=CC=CC=1)C>>[CH2:1]([O:3][C:4](=[O:29])[CH2:5][N:6]([C:14](=[O:28])[C@@H:15]([NH:19][C:20](=[O:27])[C:21]1[CH:26]=[CH:25][CH:24]=[CH:23][CH:22]=1)[CH:16]([CH3:18])[CH3:17])[CH2:7][C:8]1[CH:13]=[CH:12][CH:11]=[C:10]([N+:30]([O-:32])=[O:31])[CH:9]=1)[CH3:2]. Procedure details: Compound 734 was prepared by a method similar to the method used to prepare compound 703 except benzaldehdye was replaced with 3-nitrobenzaldehyde in the preparation of 701. ##STR113## The reactants are ClC1=CC=C(C=C1)B(O)O (4-chlorophenylboronic acid), BrC=1C(=C(C=CC1)N(CCC)CC1=CC(=C(OCC(=O)OCC)C=C1)C)C (ethyl (4-{[(3-bromo-2-methylphenyl)(propyl)amino]methyl}-2-methylphenoxy)acetate). Yields the product ClC1=CC=C(C=C1)C1=C(C(=CC=C1)N(CCC)CC1=CC(=C(OCC(=O)O)C=C1)C)C ((4-{[(4′-Chloro-2-methyl-1,1′-biphenyl-3-yl)(propyl)amino]methyl}-2-methylphenoxy)acetic acid). Reaction SMILES: [Cl:1][C:2]1[CH:7]=[CH:6][C:5](B(O)O)=[CH:4][CH:3]=1.Br[C:12]1[C:13]([CH3:37])=[C:14]([N:18]([CH2:22][C:23]2[CH:35]=[CH:34][C:26]([O:27][CH2:28][C:29]([O:31]CC)=[O:30])=[C:25]([CH3:36])[CH:24]=2)[CH2:19][CH2:20][CH3:21])[CH:15]=[CH:16][CH:17]=1>>[Cl:1][C:2]1[CH:7]=[CH:6][C:5]([C:12]2[CH:17]=[CH:16][CH:15]=[C:14]([N:18]([CH2:22][C:23]3[CH:35]=[CH:34][C:26]([O:27][CH2:28][C:29]([OH:31])=[O:30])=[C:25]([CH3:36])[CH:24]=3)[CH2:19][CH2:20][CH3:21])[C:13]=2[CH3:37])=[CH:4][CH:3]=1. Reported procedure: Prepared from 4-chlorophenylboronic acid and ethyl (4-{[(3-bromo-2-methylphenyl)(propyl)amino]methyl}-2-methylphenoxy)acetate using the procedure described Example 25. Reactants: COc1ccc(C2CCOCC2)cc1NC(=S)NC(=O)c1ccccc1, CO. The product is COc1ccc(C2CCOCC2)cc1NC(N)=S. As a reaction SMILES: [C:1](=[O:2])([c:3]1[cH:4][cH:5][cH:6][cH:7][cH:8]1)[NH:9][C:10](=[S:11])[NH:12][c:13]1[c:14]([O:25][CH3:26])[cH:15][cH:16][c:17]([CH:19]2[CH2:20][CH2:21][O:22][CH2:23][CH2:24]2)[cH:18]1.[CH3:27][OH:28]>>[NH2:9][C:10](=[S:11])[NH:12][c:13]1[c:14]([O:25][CH3:26])[cH:15][cH:16][c:17]([CH:19]2[CH2:20][CH2:21][O:22][CH2:23][CH2:24]2)[cH:18]1. The reactants are (CH3)3COC(O)NHCH(CH2OCH2CH2OCH2CH2O CH3)C(O)OH, C(C)(C)(C)OC(=O)NC(COCCOCCOC)C(=O)O ((CH3)3COC(O)NHCH(CH2OCH2CH2OCH2—CH2OCH3)C(O)OH), C(C)(C)(C)OC(=O)NC(COCCOCCOC)C(=O)O ((CH3)3COC(O)NHCH(CH2O—CH2CH2OCH2CH2—OCH3)C(O)OH), C(C)(C)(C)OC(=O)NC(COCCOCCOC)C(=O)O ((CH3)3COC(O)NHCH(CH2OCH2CH2O—CH2CH2OCH3)C(O)OH), C(C)(C)(C)OC(=O)NC(COCCOCCOC)C(=O)O ((CH3)3COC(O)NHCH(CH2OCH2CH2O—CH2CH2OCH3)C(O)OH). Solvent: C(Cl)(Cl)Cl (CHCl3). The product is C(C)(C)(C)OC(=O)N[C@@H](COCCOCCOC)C(=O)O (Nα-tert-butyloxycarbonyl-O-(2-(2-methoxyethoxy)ethyl)-L-serine). As a reaction SMILES: [C:1]([O:5][C:6]([NH:8][CH:9]([C:19]([OH:21])=[O:20])[CH2:10][O:11][CH2:12][CH2:13][O:14][CH2:15][CH2:16][O:17][CH3:18])=[O:7])([CH3:4])([CH3:3])[CH3:2]>C(Cl)(Cl)Cl>[C:1]([O:5][C:6]([NH:8][C@H:9]([C:19]([OH:21])=[O:20])[CH2:10][O:11][CH2:12][CH2:13][O:14][CH2:15][CH2:16][O:17][CH3:18])=[O:7])([CH3:4])([CH3:2])[CH3:3]. Reported procedure: Nα-tert-butyloxycarbonyl-L-serine (4.59 g, 22.3 mmol) was dissolved in N,N-dimethylformamide (100 mL), the solution was then cooled to 0° C. and treated with sodium hydride (1.97 g, 49.2 mmol). 1-Bromo-2-(2-methoxyethoxy)ethane (10.0 g, 49.2 mmol) was added to the solution and the reaction mixture was stirred at ambient temperature for 3 h. The solvent was then removed under a reduced pressure at 40° C. bath temperature. The residue was dissolved in water (75 mL) and washed twice with diethyl et... Isolated yield 97.5%. The product is C1(CCCC1)N1N=C(C2=CC=CC(=C12)C(F)(F)F)C1=C(C=C(C=C1)O)O (4-[1-cyclopentyl-7-(trifluoromethyl)-1H-indazol-3-yl]benzene-1,3-diol). RXN SMILES: [CH:1]1([N:6]2[C:14]3[C:9](=[CH:10][CH:11]=[CH:12][C:13]=3[C:15]([F:18])([F:17])[F:16])[C:8]([C:19]3[CH:24]=[CH:23][C:22]([O:25]C)=[CH:21][C:20]=3[O:27]C)=[N:7]2)[CH2:5][CH2:4][CH2:3][CH2:2]1.B(Br)(Br)Br.C1CCCCC=1>>[CH:1]1([N:6]2[C:14]3[C:9](=[CH:10][CH:11]=[CH:12][C:13]=3[C:15]([F:18])([F:16])[F:17])[C:8]([C:19]3[CH:24]=[CH:23][C:22]([OH:25])=[CH:21][C:20]=3[OH:27])=[N:7]2)[CH2:5][CH2:4][CH2:3][CH2:2]1. Procedure: Prepared according to Method D step C from 1-cyclopentyl-3-(2,4-dimethoxyphenyl)-7-(trifluoromethyl)-1H-indazole (0.465 g, 1.2 mmol), boron tribromide (0.67 mL, 7.1 mmol) and 1.0 mL of cyclohexene to give the product (0.424 g) as an off-white solid. The reactants are C1(CCCC1)N1N=C(C2=CC=CC(=C12)C(F)(F)F)C1=C(C=C(C=C1)OC)OC (1-cyclopentyl-3-(2,4-dimethoxyphenyl)-7-(trifluoromethyl)-1H-indazole), B(Br)(Br)Br (boron tribromide), C1=CCCCC1 (cyclohexene).